From a dataset of the Open Reaction Database (ORD), a public repository of structured organic reaction records. describe an organic reaction: reactants, conditions, products, and yield The reactants are [N+](=O)([O-])C1C2C=CC(C1C1=CC=CC=C1)CC2 (2-nitro-3-phenyl-bicyclo[2.2.2]-oct-5-ene), C(C=C)(=O)OC (methyl acrylate), C(C=C)(=O)OC (methyl acrylate), O1CCOCC1 (dioxan). Solvent: C(C)(C)(C)O (tert.-butanol). Yields the product [N+](=O)([O-])C1(C2C=CC(C1C1=CC=CC=C1)CC2)CCC(=O)OC (Methyl β-(2-nitro-3-phenyl-bicyclo[2.2.2]-oct-5-en-2-yl)-propionate). As a reaction SMILES: [N+:1]([CH:4]1[CH:9]([C:10]2[CH:15]=[CH:14][CH:13]=[CH:12][CH:11]=2)[CH:8]2[CH2:16][CH2:17][CH:5]1[CH:6]=[CH:7]2)([O-:3])=[O:2].[C:18]([O:22][CH3:23])(=[O:21])[CH:19]=[CH2:20].O1CCOCC1>C(O)(C)(C)C>[N+:1]([C:4]1([CH2:20][CH2:19][C:18]([O:22][CH3:23])=[O:21])[CH:9]([C:10]2[CH:15]=[CH:14][CH:13]=[CH:12][CH:11]=2)[CH:8]2[CH2:16][CH2:17][CH:5]1[CH:6]=[CH:7]2)([O-:3])=[O:2]. Procedure details: Variant B: 0.18 mole of 2-nitro-3-phenyl-bicyclo[2.2.2]-oct-5-ene, 0.18 mole of methyl acrylate and 3.8 ml of Triton B in 50 ml of tert.-butanol and stirred for 24 hours, a further 0.18 mole of methyl acrylate and 70 mlof dioxan are then added and the mixture is heated to the reflux temperature for 24 hours. After cooling, the reaction mixture crystallizes. A little ethanol is added, the mixture is neutralized with 2N hydrochloric acid and the crystal sludge is filtered. Recrystallization of the... The reactants are C(=O)(O)[O-].[Na+] (NaHCO3), H2SO2, CC(C)=C (isobutylene), C(C)(C)(C)C=1C=C(C[C@H](N)C(=O)O)C=CC1O (3-tert-butyl-L-tyrosine), Cl (HCl). Solvent: C(Cl)Cl (CH2Cl2), O (water), CO (MeOH), O1CCOCC1 (1,4-dioxane). Conditions: time 18 hour. Product: C(C)(C)(C)OC([C@@H](N)CC1=CC(=C(C=C1)O)C(C)(C)C)=O (tert-butyl-3-tert-butyl-L-tyrosinate). Yield: 44.0%. RXN SMILES: [CH3:1][C:2](=[CH2:4])[CH3:3].[C:5]([C:9]1[CH:10]=[C:11]([CH:18]=[CH:19][C:20]=1[OH:21])[CH2:12][C@@H:13]([C:15]([OH:17])=[O:16])[NH2:14])([CH3:8])([CH3:7])[CH3:6].Cl.C([O-])(O)=O.[Na+]>O.CO.C(Cl)Cl.O1CCOCC1>[C:2]([O:17][C:15](=[O:16])[C@H:13]([CH2:12][C:11]1[CH:18]=[CH:19][C:20]([OH:21])=[C:9]([C:5]([CH3:7])([CH3:6])[CH3:8])[CH:10]=1)[NH2:14])([CH3:3])([CH3:1])[CH3:4] |f:3.4|. Reported procedure: To a 250 mL round bottomed flask equipped with a magnetic stirrer were added 30 mL of isobutylene (condensed at -78° C.), 1.30 g of 3-tert-butyl-L-tyrosine.HCl, 60 mL of 1,4-dioxane, and 0.5 mL of concentrated H2SO2. The flask was sealed with a rubber septum and wired shut. After stirring at RT for 18 h, the flask was vented and the contents poured into a solution of 10 g of NaHCO3 in 150 mL of water. The mixture was subjected to rotary evaporation to remove isobutylene. An emulsion resulted whi... Reaction SMILES: C(OC(=O)[NH:7][C:8]1[CH:13]=[C:12]([CH3:14])[C:11]([CH2:15][NH:16][C:17]([C:19]2[N:20]=[N:21][N:22]([CH2:24][C:25]3[CH:30]=[CH:29][C:28]([C:31]4[CH:36]=[CH:35][CH:34]=[CH:33][CH:32]=4)=[CH:27][CH:26]=3)[CH:23]=2)=[O:18])=[C:10]([CH3:37])[N:9]=1)(C)(C)C.C(O)(C(F)(F)F)=O>C(Cl)Cl>[NH2:7][C:8]1[N:9]=[C:10]([CH3:37])[C:11]([CH2:15][NH:16][C:17]([C:19]2[N:20]=[N:21][N:22]([CH2:24][C:25]3[CH:30]=[CH:29][C:28]([C:31]4[CH:36]=[CH:35][CH:34]=[CH:33][CH:32]=4)=[CH:27][CH:26]=3)[CH:23]=2)=[O:18])=[C:12]([CH3:14])[CH:13]=1. Solvent: C(Cl)Cl (DCM). The reactants are C(C)(C)(C)OC(NC1=NC(=C(C(=C1)C)CNC(=O)C=1N=NN(C1)CC1=CC=C(C=C1)C1=CC=CC=C1)C)=O ((5-{[(1-Biphenyl-4-ylmethyl-1H-[1,2,3]triazole-4-carbonyl)-amino]-methyl}-4,6-dimethyl-pyridin-2-yl)-carbamic acid tert-butyl ester), C(=O)(C(F)(F)F)O (TFA). Conditions: time 2 hour. Procedure details: A mixture of (5-{[(1-Biphenyl-4-ylmethyl-1H-[1,2,3]triazole-4-carbonyl)-amino]-methyl}-4,6-dimethyl-pyridin-2-yl)-carbamic acid tert-butyl ester (27 mg, 0.053 mmol), 1 mL TFA and 2 mL DCM was stirred at room temperature for 2 h. The mixture was evaporated in vacuo to yield the final product (TFA salt). 1H-NMR (DMSO-d6, 400 MHz) 13.24 (bs, 1H), 8.87 (t, 1H), 8.70 (s, 1H), 7.65-7.69 (m, 4H), 7.43-7.52 (m, 6H), 7.36-7.40 (t, 1H), 6.62 (s, 1H), 5.70 (s, 2H), 4.43 (d, 2H), 2.52 (s, 3H), 2.40 (s, 3H);... Yields the product NC1=CC(=C(C(=N1)C)CNC(=O)C=1N=NN(C1)CC1=CC=C(C=C1)C1=CC=CC=C1)C (N-((6-amino-2,4-dimethylpyridin-3-yl)methyl)-1-(biphenyl-4-ylmethyl)-1H-1,2,3-triazole-4-carboxamide). Reactants: ClC=1C=C(C=CC1OC)[C@H]([C@H](C)NC(OCC1=CC=CC=C1)=O)O (benzyl ((1R,2S)-1-(3-chloro-4-methoxyphenyl)-1-hydroxypropan-2-yl)carbamate), [H-].[Na+] (NaH). Solvent: C1CCOC1 (THF). Run at time 8 hour. The product is ClC=1C=C(C=CC1OC)[C@@H]1[C@@H](NC(O1)=O)C ((4S,5R)-5-(3-chloro-4-methoxyphenyl)-4-methyloxazolidin-2-one). The yield is 78.4%. RXN SMILES: [Cl:1][C:2]1[CH:3]=[C:4]([C@@H:10]([OH:24])[C@@H:11]([NH:13][C:14](=[O:23])OCC2C=CC=CC=2)[CH3:12])[CH:5]=[CH:6][C:7]=1[O:8][CH3:9].[H-].[Na+]>C1COCC1>[Cl:1][C:2]1[CH:3]=[C:4]([C@H:10]2[O:24][C:14](=[O:23])[NH:13][C@H:11]2[CH3:12])[CH:5]=[CH:6][C:7]=1[O:8][CH3:9] |f:1.2|. Procedure details: To a solution of benzyl ((1R,2S)-1-(3-chloro-4-methoxyphenyl)-1-hydroxypropan-2-yl)carbamate (0.24 g, 0.686 mmol) in THF (4.6 mL) was added NaH (0.036 g, 0.892 mmol) at 0° C. The reaction mixture was warmed to RT and stirred overnight. It was then quenched with 1N HCl (1.5 mL). This mixture was diluted with EtOAc and washed with sat. aqueous NaHCO3, water and brine. The organic phase was dried with Na2SO4 and concentrated. The residue was purified by silica gel chromatography, eluted with EtOAc ... Starting materials: C=CP1(=O)CCC(Br)c2ccccc21, CO, CCO, ClC(Cl)Cl, O=P1(Cl)CCCc2ccccc21, C=CP1(=O)CCCc2ccccc21, CN(C)C=O. Yields the product C=CP1(=O)CC=Cc2ccccc21. Reaction SMILES: [Br:1][CH:2]1[CH2:3][CH2:4][P:5]([CH:12]=[CH2:13])(=[O:14])[c:6]2[cH:7][cH:8][cH:9][cH:10][c:11]21.[CH3:15][OH:16].[CH3:51][CH2:52][OH:53].[CH:17]([Cl:18])([Cl:19])[Cl:20].[Cl:34][P:35]1(=[O:36])[c:37]2[c:38]([cH:39][cH:40][cH:41][cH:42]2)[CH2:43][CH2:44][CH2:45]1.[O:21]=[P:22]1([CH:23]=[CH2:24])[c:25]2[c:26]([cH:27][cH:28][cH:29][cH:30]2)[CH2:31][CH2:32][CH2:33]1.[O:46]=[CH:47][N:48]([CH3:49])[CH3:50]>>[CH:2]1=[CH:3][CH2:4][P:5]([CH:12]=[CH2:13])(=[O:14])[c:6]2[cH:7][cH:8][cH:9][cH:10][c:11]21. Starting materials: COC([C@@H](NC(=O)OC(C)(C)C)CC1=CC=CC=C1)=O (N-Boc-L-phenylalanine methyl ester), CC(=O)O (AcOH), CP(OC)(OC)=O (dimethyl methylphosphonate), [Li]CCCC (n-BuLi). Solvent: C1CCOC1 (THF), C1CCOC1 (THF). Run at temperature -78 celsius, time 30 minute. Product: C1(=CC=CC=C1)C[C@@H](C(CP(OC)(OC)=O)=O)NC(=O)OC(C)(C)C (dimethyl [(3S)-4-phenyl-3-[(tert-butyloxycarbonyl)amino]-2-oxobutyl]phosphonate). Isolated yield 59.9%. RXN SMILES: [CH3:1][P:2](=[O:7])([O:5][CH3:6])[O:3][CH3:4].[Li]CCCC.C[O:14][C:15](=O)[C@H:16]([CH2:25][C:26]1[CH:31]=[CH:30][CH:29]=[CH:28][CH:27]=1)[NH:17][C:18]([O:20][C:21]([CH3:24])([CH3:23])[CH3:22])=[O:19].CC(O)=O>C1COCC1>[C:26]1([CH2:25][C@H:16]([NH:17][C:18]([O:20][C:21]([CH3:24])([CH3:23])[CH3:22])=[O:19])[C:15](=[O:14])[CH2:1][P:2](=[O:7])([O:5][CH3:6])[O:3][CH3:4])[CH:27]=[CH:28][CH:29]=[CH:30][CH:31]=1. Procedure details: A solution of dimethyl methylphosphonate (3.10 mL, 28.60 mmol, 8.0 eq) in anhydrous THF (30 mL) was cooled to −78° C. and 2.5 N n-BuLi (2.70 mL, 28.60 mmol, 8.0 eq) was added dropwise. After addition, the solution was stirred at −78° C. for 30 min and then a solution of compound 6 (1.00 g, 3.58 mmol, 1.0 eq) in anhydrous THF (20 mL) was added slowly. The resulting mixture was stirred at −78° C. for 1 h and then at ambient temperature for 1 h. The solution was acidified with 10% AcOH (20 mL), ext... Starting materials: CCc1nc(N)sc1C#C[Si](C)(C)C, CO, [K+], [K+], O=C([O-])[O-]. Yields the product C#Cc1sc(N)nc1CC. As a reaction SMILES: [CH2:1]([CH3:2])[c:3]1[n:4][c:5]([NH2:14])[s:6][c:7]1[C:8]#[C:9][Si:10]([CH3:11])([CH3:12])[CH3:13].[CH3:21][OH:22].[K+:15].[K+:16].[O-:17][C:18]([O-:19])=[O:20]>>[CH2:1]([CH3:2])[c:3]1[n:4][c:5]([NH2:14])[s:6][c:7]1[C:8]#[CH:9]. Starting materials: ClC1=CC=C2C(=CNC2=C1)C(C(F)(F)F)=O (1-(6-chloro-1H-indol-3-yl)-2,2,2-trifluoro-ethanone), C([O-])([O-])=O.[K+].[K+] (potassium carbonate), BrCC(C)C (1-bromo-2-methylpropane). The solvent is CN(C=O)C (N,N-dimethylformamide). Run at temperature 25 celsius, time 30 minute. Product: ClC1=CC=C2C(=CN(C2=C1)CC(C)C)C(C(F)(F)F)=O (1-(6-chloro-1-isobutyl-1H-indol-3-yl)-2,2,2-trifluoro-ethanone). The yield is 114.9%. RXN SMILES: [Cl:1][C:2]1[CH:10]=[C:9]2[C:5]([C:6]([C:11](=[O:16])[C:12]([F:15])([F:14])[F:13])=[CH:7][NH:8]2)=[CH:4][CH:3]=1.C(=O)([O-])[O-].[K+].[K+].Br[CH2:24][CH:25]([CH3:27])[CH3:26]>CN(C)C=O>[Cl:1][C:2]1[CH:10]=[C:9]2[C:5]([C:6]([C:11](=[O:16])[C:12]([F:13])([F:14])[F:15])=[CH:7][N:8]2[CH2:24][CH:25]([CH3:27])[CH3:26])=[CH:4][CH:3]=1 |f:1.2.3|. Reported procedure: A mixture of 1-(6-chloro-1H-indol-3-yl)-2,2,2-trifluoro-ethanone (200 mg, 0.81 mmol) and potassium carbonate (214 mg, 2.02 mmol) in N,N-dimethylformamide (2 mL) was stirred at 25° C. for 30 min. This mixture was then treated with 1-bromo-2-methylpropane (0.13 mL, 1.21 mmol) and heated at 60° C. for 5 h. At this time, the reaction was cooled to 25° C. and concentrated in vacuo. The residue was diluted with ethyl acetate (50 mL) and was washed with a saturated aqueous sodium bicarbonate solution (... The reactants are CNCC1CCC(CCCCCBr)CC1, O=C([O-])[O-], Cl, FC(F)(F)c1ccccc1, [K+], [K+], C1CCOC1, O, O=S(=O)(O)Cl. Product: CN(CC1CCC(CCCCCBr)CC1)S(=O)(=O)c1ccc(C(F)(F)F)cc1. Reaction SMILES: [Br:23][CH2:24][CH2:25][CH2:26][CH2:27][CH2:28][CH:29]1[CH2:30][CH2:31][CH:32]([CH2:35][NH:36][CH3:37])[CH2:33][CH2:34]1.[C:16](=[O:17])([O-:18])[O-:19].[ClH:22].[F:6][C:7]([c:8]1[cH:9][cH:10][cH:11][cH:12][cH:13]1)([F:14])[F:15].[K+:20].[K+:21].[O:39]1[CH2:40][CH2:41][CH2:42][CH2:43]1.[OH2:38].[S:1](=[O:2])([Cl:3])([OH:4])=[O:5]>>[S:1](=[O:2])(=[O:4])([c:11]1[cH:10][cH:9][c:8]([C:7]([F:6])([F:14])[F:15])[cH:13][cH:12]1)[N:36]([CH2:35][CH:32]1[CH2:31][CH2:30][CH:29]([CH2:28][CH2:27][CH2:26][CH2:25][CH2:24][Br:23])[CH2:34][CH2:33]1)[CH3:37].